This data is from the Open Reaction Database (ORD), a public repository of structured organic reaction records. The task is: describe an organic reaction: reactants, conditions, products, and yield The reactants are COC(=O)CC(CSCc1ccc(OC)cc1)NC(=O)OC(C)(C)C, ClCCl, Cl, C1COCCO1. Product: COC(=O)CC(N)CSCc1ccc(OC)cc1. RXN SMILES: [CH3:1][O:2][C:3]([CH2:4][CH:5]([CH2:6][S:7][CH2:8][c:9]1[cH:10][cH:11][c:12]([O:15][CH3:16])[cH:13][cH:14]1)[NH:17][C:18]([O:19][C:20]([CH3:21])([CH3:22])[CH3:23])=[O:24])=[O:25].[Cl:33][CH2:34][Cl:35].[ClH:32].[O:26]1[CH2:27][CH2:28][O:29][CH2:30][CH2:31]1>>[CH3:1][O:2][C:3]([CH2:4][CH:5]([CH2:6][S:7][CH2:8][c:9]1[cH:10][cH:11][c:12]([O:15][CH3:16])[cH:13][cH:14]1)[NH2:17])=[O:25]. Yields the product CCn1nnc(-c2ccc(CN3CCC(=C(Oc4ccc(OC(F)(F)F)cc4)c4ccc(OC(F)(F)F)cc4)CC3)cc2)n1. Starting materials: O=C([O-])[O-], CCn1nnc(-c2ccc(CN3CCC(C(Cl)c4ccc(OC(F)(F)F)cc4)CC3)cc2)n1, Oc1ccc(OC(F)(F)F)cc1, [K+], [K+], CN(C)C=O, O. Reaction SMILES: [C:46](=[O:47])([O-:48])[O-:49].[Cl:1][CH:2]([c:3]1[cH:4][cH:5][c:6]([O:7][C:8]([F:9])([F:10])[F:11])[cH:12][cH:13]1)[CH:14]1[CH2:15][CH2:16][N:17]([CH2:20][c:21]2[cH:22][cH:23][c:24](-[c:27]3[n:28][n:29][n:30]([CH2:32][CH3:33])[n:31]3)[cH:25][cH:26]2)[CH2:18][CH2:19]1.[F:34][C:35]([O:36][c:37]1[cH:38][cH:39][c:40]([OH:43])[cH:41][cH:42]1)([F:44])[F:45].[K+:50].[K+:51].[O:53]=[CH:54][N:55]([CH3:56])[CH3:57].[OH2:52]>>[C:2]([c:3]1[cH:4][cH:5][c:6]([O:7][C:8]([F:9])([F:10])[F:11])[cH:12][cH:13]1)(=[C:14]1[CH2:15][CH2:16][N:17]([CH2:20][c:21]2[cH:22][cH:23][c:24](-[c:27]3[n:28][n:29][n:30]([CH2:32][CH3:33])[n:31]3)[cH:25][cH:26]2)[CH2:18][CH2:19]1)[O:43][c:40]1[cH:39][cH:38][c:37]([O:36][C:35]([F:34])([F:44])[F:45])[cH:42][cH:41]1. Starting materials: CCOC(C)=O, CO, Cl, C1COCCO1, CC(CO)N1CCN(C(=O)OC(C)(C)C)CC1. The product is CC(CO)N1CCNCC1. As a reaction SMILES: [CH3:25][CH2:26][O:27][C:28](=[O:29])[CH3:30].[CH3:31][OH:32].[ClH:18].[O:19]1[CH2:20][CH2:21][O:22][CH2:23][CH2:24]1.[OH:1][CH2:2][CH:3]([CH3:4])[N:5]1[CH2:6][CH2:7][N:8]([C:11]([O:12][C:13]([CH3:14])([CH3:15])[CH3:16])=[O:17])[CH2:9][CH2:10]1>>[OH:1][CH2:2][CH:3]([CH3:4])[N:5]1[CH2:6][CH2:7][NH:8][CH2:9][CH2:10]1. Reactants: COc1ccc(O)cc1, ClCCl, O=C(N=NC(=O)N1CCCCC1)N1CCCCC1, O=c1cc(Nc2ccccc2)n(-c2ccccc2)c2nc(CO)c(F)cc12, c1ccc(P(c2ccccc2)c2ccccc2)cc1. The product is COc1ccc(OCc2nc3c(cc2F)c(=O)cc(Nc2ccccc2)n3-c2ccccc2)cc1. Reaction SMILES: [CH3:28][O:29][c:30]1[cH:31][cH:32][c:33]([OH:36])[cH:34][cH:35]1.[Cl:74][CH2:75][Cl:76].[N:56]([C:57]([N:58]1[CH2:59][CH2:60][CH2:61][CH2:62][CH2:63]1)=[O:64])=[N:65][C:66]([N:67]1[CH2:68][CH2:69][CH2:70][CH2:71][CH2:72]1)=[O:73].[NH:1]([c:2]1[cH:3][cH:4][cH:5][cH:6][cH:7]1)[c:8]1[n:9](-[c:22]2[cH:23][cH:24][cH:25][cH:26][cH:27]2)[c:10]2[n:11][c:12]([CH2:20][OH:21])[c:13]([F:19])[cH:14][c:15]2[c:16](=[O:18])[cH:17]1.[c:37]1([P:38]([c:39]2[cH:40][cH:41][cH:42][cH:43][cH:44]2)[c:45]2[cH:46][cH:47][cH:48][cH:49][cH:50]2)[cH:51][cH:52][cH:53][cH:54][cH:55]1>>[NH:1]([c:2]1[cH:3][cH:4][cH:5][cH:6][cH:7]1)[c:8]1[n:9](-[c:22]2[cH:23][cH:24][cH:25][cH:26][cH:27]2)[c:10]2[n:11][c:12]([CH2:20][O:21][c:33]3[cH:32][cH:31][c:30]([O:29][CH3:28])[cH:35][cH:34]3)[c:13]([F:19])[cH:14][c:15]2[c:16](=[O:18])[cH:17]1.